Task: describe an organic reaction: reactants, conditions, products, and yield. Dataset: the Open Reaction Database (ORD), a public repository of structured organic reaction records The reactants are CC[C@H]1CCC[C@@H]([C@H](C(=O)C2=C[C@H]3[C@@H]4C[C@@H](C[C@H]4C=C[C@H]3[C@@H]2CC(=O)O1)O[C@H]5[C@@H]([C@@H]([C@H]([C@@H](O5)C)OC)OC)O)C)O[C@H]6CC[C@@H]([C@H](O6)C)N(C)C (Spinosyn H), C1(=CC=CC=C1)C (toluene), CCOC(=O)C (EtOAc), P(=S)(OCC)(OCC)Cl (diethyl chlorothiophosphate). Reagents/catalysts: CN(C)C=1C=CN=CC1 (DMAP). The solvent is N1=CC=CC=C1 (pyridine). Reaction conditions: time 12 hour. Product: C(C)OP(=S)(OCC)[O-] ((diethyl)thiophosphate), CC[C@H]1CCC[C@@H]([C@H](C(=O)C2=C[C@H]3[C@@H]4C[C@@H](C[C@H]4C=C[C@H]3[C@@H]2CC(=O)O1)O[C@H]5[C@@H]([C@@H]([C@H]([C@@H](O5)C)OC)OC)O)C)O[C@H]6CC[C@@H]([C@H](O6)C)N(C)C (Spinosyn H). As a reaction SMILES: [CH3:1][CH2:2][C@@H:3]1[O:26][C:24](=[O:25])[CH2:23][C@@H:22]2[C:11](=[CH:12][C@@H:13]3[C@H:21]2[CH:20]=[CH:19][C@H:18]2[C@H:14]3[CH2:15][C@H:16]([O:27][C@@H:28]3[O:33][C@@H:32]([CH3:34])[C@H:31]([O:35][CH3:36])[C@@H:30]([O:37][CH3:38])[C@H:29]3[OH:39])[CH2:17]2)[C:9](=[O:10])[C@H:8]([CH3:40])[C@@H:7]([O:41][C@@H:42]2[O:47][C@H:46]([CH3:48])[C@@H:45]([N:49]([CH3:51])[CH3:50])[CH2:44][CH2:43]2)[CH2:6][CH2:5][CH2:4]1.[P:52](Cl)([O:57]CC)([O:54][CH2:55][CH3:56])=[S:53].C1(C)C=CC=CC=1.CCOC(C)=O>N1C=CC=CC=1.CN(C1C=CN=CC=1)C>[CH2:55]([O:54][P:52]([O-:57])([O:47][CH2:46][CH3:48])=[S:53])[CH3:56].[CH3:1][CH2:2][C@@H:3]1[O:26][C:24](=[O:25])[CH2:23][C@@H:22]2[C:11](=[CH:12][C@@H:13]3[C@H:21]2[CH:20]=[CH:19][C@H:18]2[C@H:14]3[CH2:15][C@H:16]([O:27][C@@H:28]3[O:33][C@@H:32]([CH3:34])[C@H:31]([O:35][CH3:36])[C@@H:30]([O:37][CH3:38])[C@H:29]3[OH:39])[CH2:17]2)[C:9](=[O:10])[C@H:8]([CH3:40])[C@@H:7]([O:41][C@@H:42]2[O:47][C@H:46]([CH3:48])[C@@H:45]([N:49]([CH3:51])[CH3:50])[CH2:44][CH2:43]2)[CH2:6][CH2:5][CH2:4]1. Reported procedure: Compound Spinosyn H (261 mg, 0.364 mmol) was dissolved in dry pyridine (3 ml). DMAP (60 mg) was added, followed by diethyl chlorothiophosphate (152 mg, 125 μl, 0.80 mmol). The reaction mixture was stirred at RT under nitrogen. After 12 hrs. toluene (50 ml) and EtOAc (50 ml) were added. The solution was extracted with brine, then with 5% aq. NaHCO3. The organic layer was dried over and Na2SO4 and concentrated in vacuo. The residue was purified over a flash SiO2 column (30 g/EtOAc) to give compoun...